This data is from the Open Reaction Database (ORD), a public repository of structured organic reaction records. The task is: describe an organic reaction: reactants, conditions, products, and yield The reactants are C(CC)N(C1CC=2C(=CC=3C(N(C(C3C2)=O)C)=O)C1)CCC (6-(Dipropylamino)-6,7-dihydro-2-methylcyclopent[f]isoindole-1,3(2H,5H)- dione), Cl (HCl). Reagents/catalysts: [Zn] (Zinc). Run in CC(=O)O (HOAc). Product: C(CC)N(C1CC=2C(=CC=3C(N(CC3C2)C)=O)C1)CCC (6-(Dipropylamino)-3,5,6,7-tetrahydro-2-methylcyclopent[f]isoindol-1(2H)-one). RXN SMILES: [CH2:1]([N:4]([CH2:20][CH2:21][CH3:22])[CH:5]1[CH2:19][C:8]2=[CH:9][C:10]3[C:11](=[O:18])[N:12]([CH3:17])[C:13](=O)[C:14]=3[CH:15]=[C:7]2[CH2:6]1)[CH2:2][CH3:3].Cl>CC(O)=O.[Zn]>[CH2:20]([N:4]([CH2:1][CH2:2][CH3:3])[CH:5]1[CH2:19][C:8]2=[CH:9][C:10]3[C:11](=[O:18])[N:12]([CH3:17])[CH2:13][C:14]=3[CH:15]=[C:7]2[CH2:6]1)[CH2:21][CH3:22]. Reported procedure: Using procedure 47, the 6-(dipropylamino)-6,7-dihydro-2-methylcyclopent[f]isoindole-1,3(2H,5H)-dione (120, 0.13 g, 0.4 mmol) was reduced with Zinc dust (0.26 g, 4.0 mmol) in glacial HOAc (10 mL). Purification via crystallization from EtOAc/MeOH gave an off-white solid that was converted to an HCl salt and recrystallized from EtOAc/MeOH to give 126 as a white solid (m.p. 242-243° C.). The reactants are COC=1C=[N+](C=CC1[N+](=O)[O-])[O-] (3-methoxy-4-nitropyridine-N-oxide). Reagents/catalysts: [Ni] (Raney Nickel). Run in CO (MeOH). Run at time 3 hour. Product: NC1=C(C=NC=C1)OC (4-Amino-3-methoxypyridine). As a reaction SMILES: [CH3:1][O:2][C:3]1[CH:4]=[N+:5]([O-])[CH:6]=[CH:7][C:8]=1[N+:9]([O-])=O>CO.[Ni]>[NH2:9][C:8]1[CH:7]=[CH:6][N:5]=[CH:4][C:3]=1[O:2][CH3:1]. Reported procedure: A solution of 3-methoxy-4-nitropyridine-N-oxide (17.37 g, 0.102 mol) in MeOH (180 ml) was hydrogenated in a 500 ml Parr bottle at 40° C. and 40 psi for 3 hours using Raney Nickel as catalyst. After filtration of the catalyst and evaporation of the solvent, the residue was chromatographed on silica gel using CH2Cl2 /MeOH/NH4OH (90/10/1) as the eluent to give the title compound. The product was recrystallized from toluene to give 10.8 g (65%) of pure product, m.p. 94°-95° C. The structural assignm... Starting materials: NC1=CC=C(C(=C1C(=O)NC)F)Br (6-amino-3-bromo-2-fluoro-N-methylbenzamide), COC1=CC=CC=2NC(OC(C21)=O)=O (5-methoxy-1H-benzo[d][1,3]oxazine-2,4-dione), FC1=CC=CC=2NC(OC(C21)=O)=O (5-fluoro-1H-benzo[d][1,3]oxazine-2,4-dione), COC1=CC=CC=2NC(OC(C21)=O)=O (5-methoxy-1H-benzo[d][1,3]oxazine-2,4-dione). Product: NC1=CC=C(C(=C1C(=O)NC)OC)Br (6-Amino-3-bromo-2-methoxy-N-methylbenzamide). RXN SMILES: [NH2:1][C:2]1[C:7]([C:8]([NH:10][CH3:11])=[O:9])=[C:6](F)[C:5]([Br:13])=[CH:4][CH:3]=1.FC1C2C(=O)[O:22][C:21](=O)NC=2C=CC=1.COC1C2C(=O)OC(=O)NC=2C=CC=1>>[NH2:1][C:2]1[C:7]([C:8]([NH:10][CH3:11])=[O:9])=[C:6]([O:22][CH3:21])[C:5]([Br:13])=[CH:4][CH:3]=1. Reported procedure: Prepared analogously to Compound 27D replacing 5-fluoro-1H-benzo[d][1,3]oxazine-2,4-dione (Compound 27E) with 5-methoxy-1H-benzo[d][1,3]oxazine-2,4-dione (Compound 30E). 1H NMR (CDCl3, 500 MHz) δ 2.98 (d, J=4.5 Hz, 3H), 3.77 (s, 3H), 5.82 (br.s, 2H), 6.74 (d, J=9.0 Hz, 1H), 7.27 (d, J=9.0 Hz, 1H), 7.58 (br.s, 1H). Reactants: COC(=O)c1ccccc1CCCc1ccccc1NS(=O)(=O)c1ccc(C)cc1, CC#N, Cl, [Na+], [OH-]. Yields the product Cc1ccc(S(=O)(=O)Nc2ccccc2CCCc2ccccc2C(=O)O)cc1. Reaction SMILES: [CH3:1][c:2]1[cH:3][cH:4][c:5]([S:8](=[O:9])(=[O:10])[NH:11][c:12]2[c:13]([CH2:18][CH2:19][CH2:20][c:21]3[c:22]([C:23](=[O:24])[O:25][CH3:26])[cH:27][cH:28][cH:29][cH:30]3)[cH:14][cH:15][cH:16][cH:17]2)[cH:6][cH:7]1.[CH3:34][C:35]#[N:36].[ClH:33].[Na+:32].[OH-:31]>>[CH3:1][c:2]1[cH:3][cH:4][c:5]([S:8](=[O:9])(=[O:10])[NH:11][c:12]2[c:13]([CH2:18][CH2:19][CH2:20][c:21]3[c:22]([C:23](=[O:24])[OH:25])[cH:27][cH:28][cH:29][cH:30]3)[cH:14][cH:15][cH:16][cH:17]2)[cH:6][cH:7]1. Reactants: ClN1C(CCC1=O)=O (N-Chlorosuccinimide), C(C)(=O)OC1=C(C=C(C=C1)[C@@H](C)NC(C)=O)OC ((R)-4-(1-acetamidoethyl)-2-methoxyphenyl acetate), S(=S)(=O)([O-])[O-].[Na+].[Na+] (sodium thiosulfate). Procedure: N-Chlorosuccinimide (2.28 g, 17.1 mmol) was added to a solution of (R)-4-(1-acetamidoethyl)-2-methoxyphenyl acetate (2.86 g, 11.4 mmol) in DMF (50 mL) and the mixture was stirred for 1 hour at 0° C. and then for 15 hours at room temperature. The reaction mixture was poured onto aqueous 20% sodium thiosulfate solution and extracted with DCM 3 times. The combined organic layer was dried over sodium sulfate, filtered and evaporated. The residue was chromatographed on a column of silica gel, eluting... Reaction conditions: temperature 0 celsius, time 1 hour. Isolated yield 73.7%. As a reaction SMILES: [Cl:1]N1C(=O)CCC1=O.[C:9]([O:12][C:13]1[CH:18]=[CH:17][C:16]([C@H:19]([NH:21][C:22](=[O:24])[CH3:23])[CH3:20])=[CH:15][C:14]=1[O:25][CH3:26])(=[O:11])[CH3:10].S([O-])([O-])(=O)=S.[Na+].[Na+]>CN(C=O)C>[C:9]([O:12][C:13]1[CH:18]=[C:17]([Cl:1])[C:16]([C@H:19]([NH:21][C:22](=[O:24])[CH3:23])[CH3:20])=[CH:15][C:14]=1[O:25][CH3:26])(=[O:11])[CH3:10] |f:2.3.4|. The product is C(C)(=O)OC1=C(C=C(C(=C1)Cl)[C@@H](C)NC(C)=O)OC ((R)-4-(1-acetamidoethyl)-5-chloro-2-methoxyphenyl acetate). Solvent: CN(C)C=O (DMF). The reactants are C(C)(C)(C)SCC1(CC2=CC=CC=C2CC1)C(=O)N[C@@H](C(C)C)C(=O)OCC1=CC=CC=C1 (N-[[1,2,3,4-tetrahydro-2-[[(t-butyl)thio]methyl]-2-naphthalenyl]carbonyl]-L-valine, benzyl ester), FC(S(=O)(=O)O)(F)F (trifluoromethanesulfonic acid). The solvent is CSC (dimethylsulfide), O (water). Run at time 6 hour. Product: C(C)(C)(C)SCC1(CC2=CC=CC=C2CC1)C(=O)N[C@@H](C(C)C)C(=O)O (N-[[1,2,3,4-tetrahydro-2-[[(t-butyl)thio]methyl]-2-naphthalenyl]carbonyl]-L-valine). Reaction SMILES: [C:1]([S:5][CH2:6][C:7]1([C:17]([NH:19][C@H:20]([C:24]([O:26]CC2C=CC=CC=2)=[O:25])[CH:21]([CH3:23])[CH3:22])=[O:18])[CH2:16][CH2:15][C:14]2[C:9](=[CH:10][CH:11]=[CH:12][CH:13]=2)[CH2:8]1)([CH3:4])([CH3:3])[CH3:2].FC(F)(F)S(O)(=O)=O>CSC.O>[C:1]([S:5][CH2:6][C:7]1([C:17]([NH:19][C@H:20]([C:24]([OH:26])=[O:25])[CH:21]([CH3:22])[CH3:23])=[O:18])[CH2:16][CH2:15][C:14]2[C:9](=[CH:10][CH:11]=[CH:12][CH:13]=2)[CH2:8]1)([CH3:2])([CH3:4])[CH3:3]. Reported procedure: Dissolve N-[[1,2,3,4-tetrahydro-2-[[(t-butyl)thio]methyl]-2-naphthalenyl]carbonyl]-L-valine, benzyl ester (256 mg, 0.547 mmol) in dimethylsulfide (3 mL) and add trifluoromethanesulfonic acid (0.2 mL). Stir at room temperature under an argon atmosphere for 6 hours. Dilute with water and extract into ethyl ether. Wash with water, then brine and dry (MgSO4). Evaporate the solvent in vacuo to give the title compound. Starting materials: C1=CC=CC2=CC3=CC=CC=C3C=C12 (Anthracene), C(C=C)(=O)OC (methyl acrylate), [OH-].[K+] (potassium hydroxide). The solvent is CO (methanol), O (water). Run at temperature 162.5 celsius, time 72 hour. Yields the product C1=CC=CC=2C3C4=CC=CC=C4C(C12)CC3C(=O)O (9,10-Dihydro-9,10-ethanoanthracene-11-carboxylic Acid). Reaction SMILES: [CH:1]1[C:14]2[C:5](=[CH:6][C:7]3[C:12]([CH:13]=2)=[CH:11][CH:10]=[CH:9][CH:8]=3)[CH:4]=[CH:3][CH:2]=1.[C:15]([O:19]C)(=[O:18])[CH:16]=[CH2:17].[OH-].[K+]>CO.O>[CH:4]1[C:5]2[CH:6]3[CH2:17][CH:16]([C:15]([OH:19])=[O:18])[CH:13]([C:12]4[C:7]3=[CH:8][CH:9]=[CH:10][CH:11]=4)[C:14]=2[CH:1]=[CH:2][CH:3]=1 |f:2.3|. Procedure: Anthracene (40 gm) was combined with methyl acrylate (30 gm) in a Parr bomb and heated to 150-175° C. for 6 hours. The mixture was allowed to remain in the bomb at room temperature for 72 hours. The mixture was dissolved in methanol (225 ml), treated with a solution of potassium hydroxide (40 gm) in water (40 ml) and heated to reflux for 4 hours. The solution was cooled to room temperature and most of the solvent was removed on a rotary evaporator. The residue was dissolved in water (200 ml), fi... The reactants are FC(C(=O)O)(F)F (trifluoroacetic acid), C(C)[SiH](CC)CC (triethylsilane), FC1=C2C(NC(C2=CC=C1)=O)O (4-fluoro-3-hydroxy-2,3-dihydro-1H-isoindol-1-one). Solvent: ClCCl (dichloromethane). Run at time 8 hour. Yields the product FC1=C2CNC(C2=CC=C1)=O (4-Fluoro-2,3-dihydro-1H-isoindol-1-one). Reaction SMILES: [F:1][C:2]1[CH:10]=[CH:9][CH:8]=[C:7]2[C:3]=1[CH:4](O)[NH:5][C:6]2=[O:11].FC(F)(F)C(O)=O.C([SiH](CC)CC)C>ClCCl>[F:1][C:2]1[CH:10]=[CH:9][CH:8]=[C:7]2[C:3]=1[CH2:4][NH:5][C:6]2=[O:11]. Reported procedure: 4.05 g (about 24.2 mmol) of 4-fluoro-3-hydroxy-2,3-dihydro-1H-isoindol-1-one were initially charged in 10 ml of dichloromethane, 22.4 ml (290.8 mmol) of trifluoroacetic acid and 7.7 ml (48.5 mmol) of triethylsilane were added and the mixture was stirred at RT overnight. The reaction mixture was then concentrated and the residue was dissolved in dichloromethane and washed with sodium bicarbonate solution. The crude product was purified by chromatography on silica gel (mobile phase cyclohexane/eth... Starting materials: [C]=O (carbon monoxide), 103.0, C(=O)NC1=CC=CC=C1.[K] (potassium formanilide), C(=O)NC1=CC=CC=C1 (formanilide), NC1=CC=CC=C1 (aniline), C(=O)[O-].[K+] (potassium formate), [N+](=O)([O-])C1=CC=C(C=C1)Cl (p-nitrochlorobenzene). Run in C=1(C(=CC=CC1)C)C (xylene). Run at time 3 hour. Product: C1=CC=C(C=C1)NC2=CC=C(C=C2)[N+](=O)[O-] (4-nitrodiphenylamine). Yield: 94.0%. RXN SMILES: C(NC1C=CC=CC=1)=O.[K].C(NC1C=CC=CC=1)=O.[NH2:20][C:21]1[CH:26]=[CH:25][CH:24]=[CH:23][CH:22]=1.C([O-])=O.[K+].[N+:31]([C:34]1[CH:39]=[CH:38][C:37](Cl)=[CH:36][CH:35]=1)([O-:33])=[O:32].[C]=O>C1(C)C(C)=CC=CC=1>[CH:24]1[CH:25]=[CH:26][C:21]([NH:20][C:37]2[CH:38]=[CH:39][C:34]([N+:31]([O-:33])=[O:32])=[CH:35][CH:36]=2)=[CH:22][CH:23]=1 |f:0.1,4.5,^1:9,^3:40|. Reported procedure: To the aforedescribed slurry of 103.0 parts by weight of potassium formanilide 30.2 parts by weight of formanilide, 2.1 parts by weight of aniline and 0.3 parts by weight potassium formate in 272.0 parts by weight of xylene is added 78.5 parts by weight of p-nitrochlorobenzene at 75°±5° C. The solution is heated to reflux under a 5-plate column with a take-off allowing sampling of the overhead between the reactor and column. The pot temperature is 145°±5° C. at reflux. The reaction begins at a b... Reactants: [H-].[Na+] (NaH), C1(=CC=CC=C1)C([C@H](CC=C)O)C1=CC=CC=C1 ((2S)-1,1-Diphenyl-pent-4-ene-2-ol), C(C=C)Br (allyl bromide). Solvent: CN(C)C=O (DMF), CN(C)C=O (DMF). Reaction conditions: temperature 0 celsius, time 1 hour. The product is C1(=CC=CC=C1)C([C@H](CC=C)OCC=C)C1=CC=CC=C1 ((2S)-1,1-Diphenyl-2-Allyloxy-Pent-4-en). Yield: 84.7%. As a reaction SMILES: [C:1]1([CH:7]([C:13]2[CH:18]=[CH:17][CH:16]=[CH:15][CH:14]=2)[C@@H:8]([OH:12])[CH2:9][CH:10]=[CH2:11])[CH:6]=[CH:5][CH:4]=[CH:3][CH:2]=1.[H-].[Na+].[CH2:21](Br)[CH:22]=[CH2:23]>CN(C=O)C>[C:13]1([CH:7]([C:1]2[CH:2]=[CH:3][CH:4]=[CH:5][CH:6]=2)[C@@H:8]([O:12][CH2:23][CH:22]=[CH2:21])[CH2:9][CH:10]=[CH2:11])[CH:14]=[CH:15][CH:16]=[CH:17][CH:18]=1 |f:1.2|. Procedure: (2S)-1,1-diphenyl-pent-4-en-2-ol 25a (0.37 g, 1.57 mmol) was dissolved in dry DMF (2 ml) and was added to a suspension of NaH (60% in mineral oil, 0.13 g, 3.14 mmol) in dry DMF (20 ml) at 0° C. The reaction mixture was allowed to reach room temperature over a period of 1 h. The reaction mixture was cooled again to 0° C. employing an ice-bath, and neat allyl bromide (0.57 g, 4.71 mmol) was added via syringe. The reaction mixture was removed from the ice-bath and stirred overnight at room temperat...